This data is from the Open Reaction Database (ORD), a public repository of structured organic reaction records. The task is: describe an organic reaction: reactants, conditions, products, and yield The reactants are CN(C(=O)C1=C(C=C(OC2=CC(=CC3=C2CC(O3)(C)C)C(=O)O)C=C1)F)C (4-(4-dimethylcarbamoyl-3-fluoro-phenoxy)-2,2-dimethyl-2,3-dihydro-benzofuran-6-carboxylic acid), S(=O)(Cl)Cl (thionyl chloride), NC1=NOC(=C1)C (3-amino-5-methylisoxazole). The reagents and catalysts are CN(C)C=O (DMF), CN(C)C=1C=CN=CC1 (DMAP). Solvent: C(Cl)Cl (CH2Cl2). Reaction conditions: temperature 40 celsius, time 1 hour. The product is CC1=CC(=NO1)NC(=O)C1=CC2=C(CC(O2)(C)C)C(=C1)OC1=CC(=C(C=C1)C(N(C)C)=O)F (4-(4-Dimethylcarbamoyl-3-fluoro-phenoxy)-2,2-dimethyl-2,3-dihydro-benzofuran-6-carboxylic acid (5-methyl-isoxazol-3-yl)-amide). Isolated yield 10.0%. Reaction SMILES: [CH3:1][N:2]([CH3:27])[C:3]([C:5]1[CH:25]=[CH:24][C:8]([O:9][C:10]2[C:15]3[CH2:16][C:17]([CH3:20])([CH3:19])[O:18][C:14]=3[CH:13]=[C:12]([C:21]([OH:23])=O)[CH:11]=2)=[CH:7][C:6]=1[F:26])=[O:4].S(Cl)(Cl)=O.[NH2:32][C:33]1[CH:37]=[C:36]([CH3:38])[O:35][N:34]=1>C(Cl)Cl.CN(C=O)C.CN(C1C=CN=CC=1)C>[CH3:38][C:36]1[O:35][N:34]=[C:33]([NH:32][C:21]([C:12]2[CH:11]=[C:10]([O:9][C:8]3[CH:24]=[CH:25][C:5]([C:3](=[O:4])[N:2]([CH3:1])[CH3:27])=[C:6]([F:26])[CH:7]=3)[C:15]3[CH2:16][C:17]([CH3:19])([CH3:20])[O:18][C:14]=3[CH:13]=2)=[O:23])[CH:37]=1. Reported procedure: To a solution of 4-(4-dimethylcarbamoyl-3-fluoro-phenoxy)-2,2-dimethyl-2,3-dihydro-benzofuran-6-carboxylic acid (143a) (66 mg, 0.177 mmol) in 3 mL of CH2Cl2 was added thionyl chloride (0.0154 mL, 0.212 mmol), followed by 3 drops of DMF. The mixture was refluxed for 1.5 h, then concentrated and dried under vacuum. The residue was dissolved in 3 mL of CH2Cl2, added 3-amino-5-methylisoxazole (22.6 mg, 0.230 mmol) at 0° C., followed by DMAP (52 mg, 0.354 mmol). The mixture was stirred at 0° C. to ro... Starting materials: C=C(C)C#N, CO, Nc1ccccc1[N+](=O)[O-], C1CCOC1. The product is CC(C#N)CNc1ccccc1[N+](=O)[O-]. Reaction SMILES: [C:11]([C:12](=[CH2:13])[CH3:14])#[N:15].[CH3:21][OH:22].[N+:1](=[O:2])([O-:3])[c:4]1[c:5]([NH2:6])[cH:7][cH:8][cH:9][cH:10]1.[O:16]1[CH2:17][CH2:18][CH2:19][CH2:20]1>>[N+:1](=[O:2])([O-:3])[c:4]1[c:5]([NH:6][CH2:13][CH:12]([C:11]#[N:15])[CH3:14])[cH:7][cH:8][cH:9][cH:10]1. Starting materials: CN1CCC(=C2c3ccccc3CC2(C)C)CC1, Cc1ccccc1, CCOC(=O)Cl. Product: CC1(C)Cc2ccccc2C1=C1CCNCC1. Reaction SMILES: [CH3:1][C:2]1([CH3:18])[C:3](=[C:11]2[CH2:12][CH2:13][N:14]([CH3:17])[CH2:15][CH2:16]2)[c:4]2[cH:5][cH:6][cH:7][cH:8][c:9]2[CH2:10]1.[CH3:25][c:26]1[cH:27][cH:28][cH:29][cH:30][cH:31]1.[Cl:19][C:20]([O:21][CH2:22][CH3:23])=[O:24]>>[CH3:1][C:2]1([CH3:18])[C:3](=[C:11]2[CH2:12][CH2:13][NH:14][CH2:15][CH2:16]2)[c:4]2[cH:5][cH:6][cH:7][cH:8][c:9]2[CH2:10]1.